Task: describe an organic reaction: reactants, conditions, products, and yield. Dataset: the Open Reaction Database (ORD), a public repository of structured organic reaction records Starting materials: N1CC(CCC1)C(C)NC1=NC=CC(=N1)N1C=NC2=C1C=CC=C2 (2-[1-(Piperidin-3-yl)-ethylamino]-4-[benzimidazol-1-yl]pyrimidine), IC (iodomethane). Run in CCO (EtOH). Reaction conditions: time 8 hour. Product: CN1CC(CCC1)C(C)NC1=NC=CC(=N1)N1C=NC2=C1C=CC=C2 (2-[1-(1-Methylpiperidin-3-yl)-ethylamino]-4-[benzimidazol-l-yl]pyrimidine). The yield is 18.7%. RXN SMILES: [NH:1]1[CH2:6][CH2:5][CH2:4][CH:3]([CH:7]([NH:9][C:10]2[N:15]=[C:14]([N:16]3[C:20]4[CH:21]=[CH:22][CH:23]=[CH:24][C:19]=4[N:18]=[CH:17]3)[CH:13]=[CH:12][N:11]=2)[CH3:8])[CH2:2]1.I[CH3:26]>CCO>[CH3:26][N:1]1[CH2:6][CH2:5][CH2:4][CH:3]([CH:7]([NH:9][C:10]2[N:15]=[C:14]([N:16]3[C:20]4[CH:21]=[CH:22][CH:23]=[CH:24][C:19]=4[N:18]=[CH:17]3)[CH:13]=[CH:12][N:11]=2)[CH3:8])[CH2:2]1. Procedure details: To a solution of 2-[1-(piperidin-3-yl)-ethylamino]-4-[benzimidazol-1-yl]pyrimidine (EXAMPLE 18) (20.9 mg, 0.065 mmol) in EtOH (0.6 mL) was added iodomethane (40 μL, 0.65 mmol). The mixture was placed in an oil bath at 60° C. and heated for 4 h, then stirred at room temperature overnight. The solvent was removed under reduced pressure, and the crude product was purified by preparative thin layer chromatography (1:9 2M NH3 in MeOH:CH2Cl2) to obtain 4.1 mg of the title compound. Partial 1H NMR (500... The reactants are Cl.NCCN1C(C2=CC=CC=C2C1=O)=O (2-(2-amino-ethyl)-isoindole-1,3-dione hydrochloride salt), CN1C(N(C2=C1C=CC(=C2)C=O)C)=O (1,3-Dimethyl-2-oxo-2,3-dihydro-1H-benzoimidazole-5-carbaldehyde), C([O-])([O-])=O (carbonate). The solvent is ClCCl (dichloromethane). Conditions: temperature 22 celsius, time 48 hour. The product is CN1C(N(C2=C1C=CC(=C2)C=NCCN2C(C1=CC=CC=C1C2=O)=O)C)=O (2-{2-[(1,3-Dimethyl-2-oxo-2,3-dihydro-1H-benzoimidazol-5-ylmethylene)-amino]-ethyl}-isoindole-1,3-dione). Yield: 80.2%. Reaction SMILES: Cl.[NH2:2][CH2:3][CH2:4][N:5]1[C:13](=[O:14])[C:12]2[C:7](=[CH:8][CH:9]=[CH:10][CH:11]=2)[C:6]1=[O:15].[CH3:16][N:17]1[C:21]2[CH:22]=[CH:23][C:24]([CH:26]=O)=[CH:25][C:20]=2[N:19]([CH3:28])[C:18]1=[O:29].C(=O)([O-])[O-]>ClCCl>[CH3:16][N:17]1[C:21]2[CH:22]=[CH:23][C:24]([CH:26]=[N:2][CH2:3][CH2:4][N:5]3[C:6](=[O:15])[C:7]4[C:12](=[CH:11][CH:10]=[CH:9][CH:8]=4)[C:13]3=[O:14])=[CH:25][C:20]=2[N:19]([CH3:28])[C:18]1=[O:29] |f:0.1|. Reported procedure: To a dry flask charged with a stir bar was added 2-(2-amino-ethyl)-isoindole-1,3-dione hydrochloride salt (100 mg, 0.53 mmoles) (Burgess, K.; Ibarzo, J. D.; Linthicum S.; Russell, D. H.; Shin, H.; Shitangkoon, A.; Totani, R.; and Zhang, A.; J. Am. Chem. Soc. 1997, 119, 1556), 1,3-Dimethyl-2-oxo-2,3-dihydro-1H-benzoimidazole-5-carbaldehyde (156 mg, 0.68 mmoles), MP-carbonate (254 mg, 0.79 mmoles) (Argonaut Tech), 3 Å sieves (1.2 g) and 4 mL of dichloromethane. The flask was sealed with a plastic ...